From a dataset of the Open Reaction Database (ORD), a public repository of structured organic reaction records. describe an organic reaction: reactants, conditions, products, and yield Starting materials: ClC1=CC=C(C=C1)C(C)=O (4′-chloroacetophenone), C(#N)CC(=O)OCC (ethyl cyanoacetate), C(#N)CC(=O)OCC (ethyl cyanoacetate), C(C)(=O)[O-].[NH4+] (ammonium acetate). Run in C1=CC=CC=C1 (benzene), C(C)(=O)O (acetic acid), C(C)(=O)OCC (ethyl acetate), C(C)(=O)O (acetic acid). Reaction conditions: time 10 hour. The product is C(C)OC(C(=C(C)C1=CC=C(C=C1)Cl)C#N)=O (3-(4-Chlorophenyl)-2-cyano-but-2-enoic acid ethyl ester). Reaction SMILES: [Cl:1][C:2]1[CH:7]=[CH:6][C:5]([C:8](=O)[CH3:9])=[CH:4][CH:3]=1.[C:11]([CH2:13][C:14]([O:16][CH2:17][CH3:18])=[O:15])#[N:12].C([O-])(=O)C.[NH4+]>C(OCC)(=O)C.C(O)(=O)C.C1C=CC=CC=1>[CH2:17]([O:16][C:14](=[O:15])[C:13]([C:11]#[N:12])=[C:8]([C:5]1[CH:6]=[CH:7][C:2]([Cl:1])=[CH:3][CH:4]=1)[CH3:9])[CH3:18] |f:2.3|. Procedure details: A mixture of 4′-chloroacetophenone (50 mmol), ethyl cyanoacetate (50 mmol), acetic acid (1.14 mL) ammonium acetate (400 mg), and benzene (50 mL) is heated to reflux in a Dean-Stark apparatus. After approximately 10 hours, additional ethyl cyanoacetate (50 mmol), acetic acid (1.14 mL), and ammonium acetate (400 mg) are added. After an additional 10 hours, the reaction is cooled to room temperature, diluted with ethyl acetate (30 mL), washed with water (240 mL), brine (40 mL), and dried (Na2SO4). ... The product is BrC1=CC=C(OCC(=O)N)C=C1 (2-(4-bromophenoxy)acetamide). Conditions: time 2 hour. The yield is 70.0%. Procedure: To a solution of (4-bromophenoxy)acetic acid (500 mg, 2.00 mmol) in dichloromethane (10 mL) and DMF (0.2 mL) was added 2M oxalyl chloride in methylene chloride (5 mL, 10 mmol). The reaction mixture was stirred at room temperature for 2 hours, and the solvent was removed under reduced pressure. Ammonium hydroxide (15 mL) was added dropwise via additional funnel. After addition, the mixture was extracted with EtOAc (3×20 mL). The combined organic layers were dried and concentrated in vacuo to give... Starting materials: BrC1=CC=C(OCC(=O)O)C=C1 ((4-bromophenoxy)acetic acid), C(C(=O)Cl)(=O)Cl (oxalyl chloride), CN(C)C=O (DMF). Solvent: ClCCl (dichloromethane), C(Cl)Cl (methylene chloride). RXN SMILES: [Br:1][C:2]1[CH:12]=[CH:11][C:5]([O:6][CH2:7][C:8](O)=[O:9])=[CH:4][CH:3]=1.C(Cl)(=O)C(Cl)=O.C[N:20](C=O)C>ClCCl>[Br:1][C:2]1[CH:12]=[CH:11][C:5]([O:6][CH2:7][C:8]([NH2:20])=[O:9])=[CH:4][CH:3]=1.